Task: describe an organic reaction: reactants, conditions, products, and yield. Dataset: the Open Reaction Database (ORD), a public repository of structured organic reaction records The reactants are C(=O)(OC)N=C(NC1=C(N)C=CC(=C1)SCCC)SC (2-(3-carbomethoxy-S-methylisothioureido)-4-propylthioaniline), C(C1=CC=CC=C1)=O (benzaldehyde). Solvent: CO (methanol). Conditions: temperature 5 celsius, time 1 hour. The product is N=C1C(C(=C(C=C1)SCCC)CC1=CC=CC=C1)NC(SC)=NC(=O)OC (1-iminophenylmethyl-2-(3-carbomethoxy-S-methylisothioureido)-4-propylthiobenzene). Reaction SMILES: [C:1]([N:5]=[C:6]([S:19][CH3:20])[NH:7][C:8]1[CH:14]=[C:13]([S:15][CH2:16][CH2:17][CH3:18])[CH:12]=[CH:11][C:9]=1[NH2:10])([O:3][CH3:4])=[O:2].[CH:21](=O)[C:22]1[CH:27]=[CH:26][CH:25]=[CH:24][CH:23]=1>CO>[NH:10]=[C:9]1[CH:11]=[CH:12][C:13]([S:15][CH2:16][CH2:17][CH3:18])=[C:14]([CH2:21][C:22]2[CH:27]=[CH:26][CH:25]=[CH:24][CH:23]=2)[CH:8]1[NH:7][C:6](=[N:5][C:1]([O:3][CH3:4])=[O:2])[S:19][CH3:20]. Procedure: To a mixture of 2-(3-carbomethoxy-S-methylisothioureido)-4-propylthioaniline (3.13 g.; 0.01 mol) in methanol (25 ml.), cooled to 5° C., there is added benzaldehyde (1.06 g.; 0.1 mol). The mixture is stirred at room temperature for one hour and is filtered. The filter cake is dried to afford 1-iminophenylmethyl-2-(3-carbomethoxy-S-methylisothioureido)-4-propylthiobenzene. The reactants are CCN(C(C)C)C(C)C, CN(C)C=O, COc1cc(C(=O)O)ccc1Nc1ncc2c(n1)N(CCc1ccccc1)CC(F)(F)C(=O)N2C, NC1CCOCC1, O. Yields the product COc1cc(C(=O)NC2CCOCC2)ccc1Nc1ncc2c(n1)N(CCc1ccccc1)CC(F)(F)C(=O)N2C. RXN SMILES: [CH2:36]([N:37]([CH:38]([CH3:39])[CH3:40])[CH:41]([CH3:42])[CH3:43])[CH3:44].[CH3:52][N:53]([CH3:54])[CH:55]=[O:56].[F:1][C:2]1([F:35])[C:3](=[O:34])[N:4]([CH3:33])[c:5]2[c:6]([n:17][c:18]([NH:21][c:22]3[c:23]([O:31][CH3:32])[cH:24][c:25]([C:26](=[O:27])[OH:28])[cH:29][cH:30]3)[n:19][cH:20]2)[N:7]([CH2:9][CH2:10][c:11]2[cH:12][cH:13][cH:14][cH:15][cH:16]2)[CH2:8]1.[O:45]1[CH2:46][CH2:47][CH:48]([NH2:51])[CH2:49][CH2:50]1.[OH2:57]>>[F:1][C:2]1([F:35])[C:3](=[O:34])[N:4]([CH3:33])[c:5]2[c:6]([n:17][c:18]([NH:21][c:22]3[c:23]([O:31][CH3:32])[cH:24][c:25]([C:26](=[O:28])[NH:51][CH:48]4[CH2:47][CH2:46][O:45][CH2:50][CH2:49]4)[cH:29][cH:30]3)[n:19][cH:20]2)[N:7]([CH2:9][CH2:10][c:11]2[cH:12][cH:13][cH:14][cH:15][cH:16]2)[CH2:8]1. Reactants: ClC1=NC(=NC(=C1C#N)NCCO)NCCO (4-chloro-2,6-bis-(2-hydroxy-ethylamino)-pyrimidine-5-carbonitrile), C(#N)C1=C(C=CC=C1)N1CCNCC1 (1-(2-cyanophenyl)-piperazine), C(C)N(C(C)C)C(C)C (N-ethyl-diisopropylamine). Run in O1CCOCC1 (dioxane). Yields the product C(#N)C1=C(C=CC=C1)N1CCN(CC1)C1=NC(=NC(=C1C#N)NCCO)NCCO (4-[4-(2-cyano-phenyl)-piperazin-1-yl]-2,6-bis-(2-hydroxy-ethylamino)-pyrimidine-5-carbonitrile). As a reaction SMILES: Cl[C:2]1[C:7]([C:8]#[N:9])=[C:6]([NH:10][CH2:11][CH2:12][OH:13])[N:5]=[C:4]([NH:14][CH2:15][CH2:16][OH:17])[N:3]=1.[C:18]([C:20]1[CH:25]=[CH:24][CH:23]=[CH:22][C:21]=1[N:26]1[CH2:31][CH2:30][NH:29][CH2:28][CH2:27]1)#[N:19].C(N(C(C)C)C(C)C)C>O1CCOCC1>[C:18]([C:20]1[CH:25]=[CH:24][CH:23]=[CH:22][C:21]=1[N:26]1[CH2:31][CH2:30][N:29]([C:2]2[C:7]([C:8]#[N:9])=[C:6]([NH:10][CH2:11][CH2:12][OH:13])[N:5]=[C:4]([NH:14][CH2:15][CH2:16][OH:17])[N:3]=2)[CH2:28][CH2:27]1)#[N:19]. Reported procedure: In analogy to the procedure described in example 20b, 4-chloro-2,6-bis-(2-hydroxy-ethylamino)-pyrimidine-5-carbonitrile was treated with 1-(2-cyanophenyl)-piperazine in dioxane in the presence of N-ethyl-diisopropylamine at 50° C. to yield 4-[4-(2-cyano-phenyl)-piperazin-1-yl]-2,6-bis-(2-hydroxy-ethylamino)-pyrimidine-5-carbonitrile as an amorphous, light brown solid; MS: [M]+=408.